This data is from the Open Reaction Database (ORD), a public repository of structured organic reaction records. The task is: describe an organic reaction: reactants, conditions, products, and yield Starting materials: C(C1=CC=CC=C1)OC(=O)NC(C)P(O)(=O)CC(=C)C(=O)OC ([1-(benzyloxycarbonylamino)-ethyl](2-methoxycarbonyl-2-propenyl)phosphinic acid), [OH-].[Na+] (NaOH). Run in O (H2O), CO (methanol). The product is C(C1=CC=CC=C1)OC(=O)NC(C)P(O)(=O)CC(=C)C(=O)O ([1-(benzyloxycarbonylamino)ethyl](2-carboxy-2-propenyl)phosphinic acid). Yield: 100.8%. As a reaction SMILES: [CH2:1]([O:8][C:9]([NH:11][CH:12]([P:14]([CH2:17][C:18]([C:20]([O:22]C)=[O:21])=[CH2:19])(=[O:16])[OH:15])[CH3:13])=[O:10])[C:2]1[CH:7]=[CH:6][CH:5]=[CH:4][CH:3]=1.[OH-].[Na+]>CO.O>[CH2:1]([O:8][C:9]([NH:11][CH:12]([P:14]([CH2:17][C:18]([C:20]([OH:22])=[O:21])=[CH2:19])(=[O:15])[OH:16])[CH3:13])=[O:10])[C:2]1[CH:3]=[CH:4][CH:5]=[CH:6][CH:7]=1 |f:1.2|. Reported procedure: To a solution of 341 mg (1 mmol) of [1-(benzyloxycarbonylamino)-ethyl](2-methoxycarbonyl-2-propenyl)phosphinic acid in methanol (20 ml) and H2O (8 ml), was 1N NaOH (2.2 ml, 2.2. mmol) and the mixture was refluxed for 3 hours. After evaporation of methanol, the aqueous layer was washed with chloroform twice and then acidified with 2N HCl. The aqueous solution was extracted with chloroform four times and the combined organic layer was dried over anhydrous magnesium sulfate. Filtration followed by ... Reactants: C(Cl)(Cl)Cl (chloroform), [N+](=O)([O-])C(C(C(=O)O)NC1=CC=CC=C1)(C)[N+](=O)[O-] (dinitrophenylaminobutyric acid), CN1CCOCC1 (N-methylmorpholine), ClC(=O)OCC(C)C (isobutyl chloroformate), C(=O)(OC(C)(C)C)N[C@@H](CCCCN)C(=O)O (Nα --BOC--L-lysine). The product is CCN(CC)CCOC=1C=CC(=CC1)CC=2C=CC=CC2.Cl (DPPE). As a reaction SMILES: C(Cl)(Cl)[Cl:2].[N+](C([N+]([O-])=O)(C)C(N[C:14]1[CH:19]=[CH:18][CH:17]=[CH:16][CH:15]=1)C(O)=O)([O-])=O.[CH3:24][N:25]1[CH2:30][CH2:29]O[CH2:27][CH2:26]1.Cl[C:32]([O:34][CH2:35][CH:36]([CH3:38])C)=O.C(N[C@H:47]([C:53](O)=O)[CH2:48][CH2:49]CCN)(OC(C)(C)C)=O>>[CH3:27][CH2:26][N:25]([CH2:24][CH2:32][O:34][C:35]1[CH:36]=[CH:38][C:48]([CH2:49][C:14]2[CH:19]=[CH:18][CH:17]=[CH:16][CH:15]=2)=[CH:47][CH:53]=1)[CH2:30][CH3:29].[ClH:2] |f:5.6|. Procedure: To 5 ml of chloroform dissolving 50 mg (0.19 mmol) of dinitrophenylaminobutyric acid (mfd. by Sigma Chemical Co.), 40.8 μl (0.38 mmol) of N-methylmorpholine (mfd. by Wako Pure Chemical Industries, Ltd.) and 36.1 μl (0.29 mmol) of isobutyl chloroformate (mfd. by Wako Pure chemical Industries, Ltd.) were added and reacted at 0° C. for 30 minutes with stirring. To this, 120 mg (0.13 mmol) of the Nα --BOC--L-lysine.DPPE condensate obtained in above i) was was added and reacted at room temperature ov... Reactants: ClC1=CC(=CC=C1)C(=O)OO (3-chloroperbenzoic acid), CSC1=CC=C(C=C1)C=1C=CC2=C(C=C(CCO2)C(=O)OCC)C1 (ethyl 7-(4-methylthiophenyl)-2,3-dihydro-1-benzoxepine-4-carboxylate), S(=S)(=O)([O-])[O-].[Na+].[Na+] (sodium thiosulfate). Solvent: C1CCOC1 (THF). Reaction conditions: time 1 hour. Product: CS(=O)(=O)C1=CC=C(C=C1)C=1C=CC2=C(C=C(CCO2)C(=O)OCC)C1 (ethyl 7-(4-methylsulfonylphenyl)-2,3-dihydro-1-benzoxepine-4-carboxylate). RXN SMILES: CS[C:3]1[CH:8]=[CH:7][C:6]([C:9]2[CH:10]=[CH:11][C:12]3[O:18][CH2:17][CH2:16][C:15]([C:19]([O:21][CH2:22][CH3:23])=[O:20])=[CH:14][C:13]=3[CH:24]=2)=[CH:5][CH:4]=1.Cl[C:26]1C=CC=C(C(OO)=O)C=1.[S:36]([O-:40])([O-])(=[O:38])=S.[Na+].[Na+]>C1COCC1>[CH3:26][S:36]([C:3]1[CH:4]=[CH:5][C:6]([C:9]2[CH:10]=[CH:11][C:12]3[O:18][CH2:17][CH2:16][C:15]([C:19]([O:21][CH2:22][CH3:23])=[O:20])=[CH:14][C:13]=3[CH:24]=2)=[CH:7][CH:8]=1)(=[O:40])=[O:38] |f:2.3.4|. Reported procedure: To a solution of ethyl 7-(4-methylthiophenyl)-2,3-dihydro-1-benzoxepine-4-carboxylate (198.5 mg) in THF (20 ml) was added at 0° C. 70% 3-chloroperbenzoic acid (317 mg), and the mixture was stirred at 0° C. for 30 minutes and then at room temperature for 1 hour. To the mixture was added sodium thiosulfate solution, and the mixture was stirred for a few minutes and then extracted with ethyl acetate. The organic layer was washed with saturated sodium bicarbonate solution and saturated brine, and dr... Reactants: [Na] (sodium), FC1=CC=C(C=C1)C(CC(=O)OCC)=O (ethyl beta-(p-fluorophenyl)-beta-oxopropionate), CC1(CCN(CC1)CCCl)OCCCC (beta-(4-methyl-4-butoxy-piperidino)-ethyl-chloride). Solvent: C1(=CC=CC=C1)C (toluene). Run at temperature 50 celsius. The product is Cl.CC1(CCN(CC1)CCCC(=O)C1=CC=C(C=C1)F)OCCCC (gamma-(4-methyl-4-butoxypiperidino)-p-fluorobutyrophenone hydrochloride). RXN SMILES: [Na].[F:2][C:3]1[CH:8]=[CH:7][C:6]([C:9](=[O:16])[CH2:10][C:11](OCC)=O)=[CH:5][CH:4]=1.[CH3:17][C:18]1([O:27][CH2:28][CH2:29][CH2:30][CH3:31])[CH2:23][CH2:22][N:21]([CH2:24]C[Cl:26])[CH2:20][CH2:19]1>C1(C)C=CC=CC=1>[ClH:26].[CH3:17][C:18]1([O:27][CH2:28][CH2:29][CH2:30][CH3:31])[CH2:23][CH2:22][N:21]([CH2:24][CH2:11][CH2:10][C:9]([C:6]2[CH:5]=[CH:4][C:3]([F:2])=[CH:8][CH:7]=2)=[O:16])[CH2:20][CH2:19]1 |f:4.5,^1:0|. Procedure details: 3.1 g (0.127 m) of sodium is granulated in 200 ml of boiling toluene. After cooling, 26.5 g (0.126 m) of ethyl beta-(p-fluorophenyl)-beta-oxopropionate is added drop by drop and then the solution is stirred for one-half hour at 50° C. The yellow solution which forms is cooled and 30 g (0.30 m) of beta-(4-methyl-4-butoxy-piperidino)-ethyl-chloride is added rapidly thereto. The reaction mixture is stirred for four hours at 60° C and for five hours at 85° C. After evaporation on a steam bath and ad...